Dataset: the Open Reaction Database (ORD), a public repository of structured organic reaction records. Task: describe an organic reaction: reactants, conditions, products, and yield Reactants: OC(C(=O)OCC)CCC (ethyl 2-hydroxyvalerate), C[O-].[Na+] (sodium methylate), CO (methanol), CNC (dimethylamine), CO (methanol). The product is OC(C(=O)N(C)C)CCCC (2-hydroxy-N,N-dimethylhexanamide). The yield is 80.0%. As a reaction SMILES: [OH:1][CH:2]([CH2:8][CH2:9][CH3:10])[C:3]([O:5]CC)=O.[CH3:11][O-].[Na+].CO.[CH3:16][NH:17][CH3:18]>>[OH:1][CH:2]([CH2:8][CH2:9][CH2:10][CH3:11])[C:3]([N:17]([CH3:18])[CH3:16])=[O:5] |f:1.2|. Procedure details: In a three-neck flask, at 20° C. and under an inert atmosphere, are mixed ethyl 2-hydroxyvalerate (31 g; 210 mmol) and sodium methylate in solution in methanol (25% w/w) (2.2 g; 10 mmol). To this mixture, is added dimethylamine in solution in methanol (50% w/w) (37.1 g; 411 mmol) within 30 minutes. The temperature of this mixture is brought to 40° C. and maintained for 3 hours. After return of the temperature of the reaction mixture to 20° C., orthophosphonic acid is added until a pH of 5 is obt... The reactants are COCCN (2-methoxyethylamine), NC(=O)N (urea), C(C)C(CO)CCCC (2-ethylhexanol), C(CCC)[Sn](CCCC)=O (dibutyltin oxide), N (ammonia). Conditions: temperature 180 celsius. Product: COCCNC(OCC(CCCC)CC)=O (2-ethylhexyl N-(2-methoxyethyl)-carbamate). RXN SMILES: [CH3:1][O:2][CH2:3][CH2:4][NH2:5].N[C:7](N)=[O:8].[CH2:10]([CH:12]([CH2:15][CH2:16][CH2:17][CH3:18])[CH2:13][OH:14])[CH3:11].C([Sn](=O)CCCC)CCC.N>>[CH3:1][O:2][CH2:3][CH2:4][NH:5][C:7](=[O:8])[O:14][CH2:13][CH:12]([CH2:10][CH3:11])[CH2:15][CH2:16][CH2:17][CH3:18]. Reported procedure: 225 g (3.0 mols) of 2-methoxyethylamine, 180 g (3.0 mols) of urea, 1,950 g (15 mols) of 2-ethylhexanol and 3 g of dibutyltin oxide are introduced into a 4 liter round-bottom flask equipped with reflux condenser, and the mixture is heated while stirring. A vigorous evolution of ammonia sets in at temperatures above 110° C. Ammonia gas is removed through the reflux condenser and absorbed in water. Over the course of 3 hours, the temperature is increased to 180° C. (reflux), the elimination of ammo... Run in CO (methanol). Reported procedure: A mixture of 9.36 g of 6-amino-3,4-dihydrocarbostyril, 18 g of bis(β-bromoethyl)amine monohydrobromide and 70 ml of methanol was refluxed for 15 hours while stirring. After cooling, 3.06 g of sodium carbonate was added and the resulting mixture was refluxed for 8 hours while stirring. The reaction mixture was cooled to precipitate crystals which then were collected by filtration, the crystals were washed with methanol to give 9.1 g of 6-(1-piperazinyl)-3,4-dihydrocarbostyril hydrobromide, m.p. 2... Isolated yield 50.5%. The product is Br.N1(CCNCC1)C=1C=C2CCC(NC2=CC1)=O (6-(1-piperazinyl)-3,4-dihydrocarbostyril hydrobromide). As a reaction SMILES: [NH2:1][C:2]1[CH:3]=[C:4]2[C:9](=[CH:10][CH:11]=1)[NH:8][C:7](=[O:12])[CH2:6][CH2:5]2.Br.[Br:14][CH2:15][CH2:16][NH:17][CH2:18][CH2:19]Br.C(=O)([O-])[O-].[Na+].[Na+]>CO>[BrH:14].[N:1]1([C:2]2[CH:3]=[C:4]3[C:9](=[CH:10][CH:11]=2)[NH:8][C:7](=[O:12])[CH2:6][CH2:5]3)[CH2:19][CH2:18][NH:17][CH2:16][CH2:15]1 |f:1.2,3.4.5,7.8|. The reactants are NC=1C=C2CCC(NC2=CC1)=O (6-amino-3,4-dihydrocarbostyril), Br.BrCCNCCBr (bis(β-bromoethyl)amine monohydrobromide), C([O-])([O-])=O.[Na+].[Na+] (sodium carbonate). The reactants are OCC1=CC(=CC(=N1)C(=O)OCC)I (ethyl 6-hydroxymethyl-4-iodopyridine-2-carboxylate), O1CCCC=C1 (3,4-dihydro-2H-pyran), C1(=CC=C(C=C1)S(=O)(=O)O)C.N1=CC=CC=C1 (pyridine p-toluenesulfonate). Solvent: C(Cl)Cl (CH2Cl2). Run at time 8 hour. Product: O1C(CCCC1)OCC1=CC(=CC(=N1)C(=O)OCC)I (ethyl 6-(tetrahydropyran-2-yloxymethyl)-4-iodopyridine-2-carboxylate). The yield is 86.5%. As a reaction SMILES: [OH:1][CH2:2][C:3]1[N:8]=[C:7]([C:9]([O:11][CH2:12][CH3:13])=[O:10])[CH:6]=[C:5]([I:14])[CH:4]=1.[O:15]1[CH:20]=[CH:19][CH2:18][CH2:17][CH2:16]1.C1(C)C=CC(S(O)(=O)=O)=CC=1.N1C=CC=CC=1>C(Cl)Cl>[O:15]1[CH2:20][CH2:19][CH2:18][CH2:17][CH:16]1[O:1][CH2:2][C:3]1[N:8]=[C:7]([C:9]([O:11][CH2:12][CH3:13])=[O:10])[CH:6]=[C:5]([I:14])[CH:4]=1 |f:2.3|. Procedure details: A mixture of 2 (2.89 g, 9.4 mmol), 3,4-dihydro-2H-pyran (1.19 g, 14.1 mmol), pyridine p-toluenesulfonate (0.236 g, 0.94 mmol) and CH2Cl2 (50 ml) was stirred overnight at r.t. The solvent was evaporated and the product purified on silica gel (petroleum ether, by 40-60° C./ethyl acetate 2:5), yielding 3.18 g (86%) of the title compound. Reactants: CCOC(=O)CBr, O=C([O-])[O-], CC(=O)CC(C)=O, CC(C)=O, [K+], [K+]. The product is CCOC(=O)CC(C(C)=O)C(C)=O. RXN SMILES: [Br:8][CH2:9][C:10](=[O:11])[O:12][CH2:13][CH3:14].[C:15](=[O:16])([O-:17])[O-:18].[CH3:1][C:2]([CH2:3][C:4]([CH3:5])=[O:6])=[O:7].[CH3:21][C:22](=[O:23])[CH3:24].[K+:19].[K+:20]>>[CH3:1][C:2]([CH:3]([C:4]([CH3:5])=[O:6])[CH2:9][C:10](=[O:11])[O:12][CH2:13][CH3:14])=[O:7]. Reactants: CC(=O)O, Fc1cc(COC2CCNCC2C(c2ccccc2)c2ccccc2)cc(C(F)(F)F)c1, Cl. Product: CC(=O)N1CCC(OCc2cc(F)cc(C(F)(F)F)c2)C(C(c2ccccc2)c2ccccc2)C1. As a reaction SMILES: [CH3:34][C:35]([OH:36])=[O:37].[CH:2]([c:3]1[cH:4][cH:5][cH:6][cH:7][cH:8]1)([c:9]1[cH:10][cH:11][cH:12][cH:13][cH:14]1)[CH:15]1[CH2:16][NH:17][CH2:18][CH2:19][CH:20]1[O:21][CH2:22][c:23]1[cH:24][c:25]([F:33])[cH:26][c:27]([C:29]([F:30])([F:31])[F:32])[cH:28]1.[ClH:1]>>[CH:2]([c:3]1[cH:4][cH:5][cH:6][cH:7][cH:8]1)([c:9]1[cH:10][cH:11][cH:12][cH:13][cH:14]1)[CH:15]1[CH2:16][N:17]([C:35]([CH3:34])=[O:36])[CH2:18][CH2:19][CH:20]1[O:21][CH2:22][c:23]1[cH:24][c:25]([F:33])[cH:26][c:27]([C:29]([F:30])([F:31])[F:32])[cH:28]1. Reactants: C(C1=CC=C(C=C1)OC)(=O)Cl (anisoyl chloride), C(CC)O (n-propanol), N1=CC=CC=C1 (pyridine), Cl (hydrochloric acid), ice water. Conditions: temperature 110 celsius. Product: C(C1=CC=C(C=C1)OC)(=O)OCCC (n-propyl anisate). RXN SMILES: [C:1](Cl)(=[O:10])[C:2]1[CH:7]=[CH:6][C:5]([O:8][CH3:9])=[CH:4][CH:3]=1.C([OH:15])CC.Cl.N1C=C[CH:20]=[CH:19][CH:18]=1>>[C:1]([O:10][CH2:18][CH2:19][CH3:20])(=[O:15])[C:2]1[CH:7]=[CH:6][C:5]([O:8][CH3:9])=[CH:4][CH:3]=1. Reported procedure: 230 gm (1.32 mol) of anisoyl chloride were added drop by drop under agitation and cooling to a mixture of 316 gm (5.28 mol) of n-propanol and 300 ml of pyridine. The mixture was subsequently heated to 110° C. for three hours and then poured into a mixture of ice/water. The product was neutralized under cooling with half concentrated hydrochloric acid and extracted with ether. After drying, the ether phase was evaporated and the residue was fractionally distilled. The n-propyl anisate obtained ha...